Dataset: the Open Reaction Database (ORD), a public repository of structured organic reaction records. Task: describe an organic reaction: reactants, conditions, products, and yield Reactants: OO.NC(=O)N (urea hydrogen peroxide), C(=O)([O-])[O-].[K+].[K+] (K2CO3), C(#N)C=1C=C(C=CC1)S(=O)(=O)NCC(CCN1[C@H]2CC(C[C@@H]1CC2)N2C(=NC1=C2C=CC=C1)C)C1=CC=CC=C1 (3-cyano-N-{4-[(1R,5S)-3-(2-methyl-1H-benzimidazol-1-yl)-8-azabicyclo[3.2.1]oct-8-yl]-2-phenylbutyl}benzenesulfonamide), C(=O)([O-])[O-].[K+].[K+] (K2CO3). The solvent is O (water), CC(=O)C (acetone), O (water). Run at time 2 hour. The product is CC1=NC2=C(N1C1C[C@H]3CC[C@@H](C1)N3CCC(CNS(=O)(=O)C=3C=C(C(=O)N)C=CC3)C3=CC=CC=C3)C=CC=C2 (3-[({4-[(1R,5S)-3-(2-methyl-1H-benzimidazol-1-yl)-8-azabicyclo[3.2.1]oct-8-yl]-2-phenylbutyl}amino)sulfonyl]benzamide). The yield is 53.9%. Reaction SMILES: [C:1]([C:3]1[CH:4]=[C:5]([S:9]([NH:12][CH2:13][CH:14]([C:35]2[CH:40]=[CH:39][CH:38]=[CH:37][CH:36]=2)[CH2:15][CH2:16][N:17]2[C@H:22]3[CH2:23][CH2:24][C@@H:18]2[CH2:19][CH:20]([N:25]2[C:29]4[CH:30]=[CH:31][CH:32]=[CH:33][C:28]=4[N:27]=[C:26]2[CH3:34])[CH2:21]3)(=[O:11])=[O:10])[CH:6]=[CH:7][CH:8]=1)#[N:2].OO.NC(N)=[O:45].C([O-])([O-])=O.[K+].[K+]>CC(C)=O.O>[CH3:34][C:26]1[N:25]([CH:20]2[CH2:19][C@H:18]3[N:17]([CH2:16][CH2:15][CH:14]([C:35]4[CH:36]=[CH:37][CH:38]=[CH:39][CH:40]=4)[CH2:13][NH:12][S:9]([C:5]4[CH:4]=[C:3]([CH:8]=[CH:7][CH:6]=4)[C:1]([NH2:2])=[O:45])(=[O:10])=[O:11])[C@H:22]([CH2:23][CH2:24]3)[CH2:21]2)[C:29]2[CH:30]=[CH:31][CH:32]=[CH:33][C:28]=2[N:27]=1 |f:1.2,3.4.5|. Procedure: The title compound from example 3 (65 mg, 0.12 mmol) was dissolved in acetone (1 mL) and water (0.5 mL). To the solution was added urea hydrogen peroxide (110 mg, 1.2 mmol) followed by K2CO3 (5 mg, 0.036 mmol) and the reaction stirred at room temperature for 2 h, whereupon the reaction was found to be mostly complete by LC-MS. The reaction was poured into water and extracted with EtOAc. The organic layer was dried (MgSO4) and concentrated in vacuo. The residue was purified by reverse-phase HPLC ... Reactants: [Na+].[Cl-] (NaCl), ClC=1C=C(C=CC1Cl)S(=O)(=O)NC1=C(C2=C(S1)CCCC2)C(=O)OC(C)(C)C (tert-Butyl 2-(3,4-dichlorophenylsulfonamido)-4,5,6,7-tetrahydrobenzo[b]thiophene-3-carboxylate), CI (Methyl iodide), C(=O)([O-])[O-].[K+].[K+] (K2CO3). Run in O (water), CC(=O)C (acetone). Reaction conditions: temperature 40 celsius. Product: ClC=1C=C(C=CC1Cl)S(=O)(=O)N(C)C1=C(C2=C(S1)CCCC2)C(=O)OC(C)(C)C (tert-Butyl 2-(3,4-dichloro-N-methylphenylsulfonamido)-4,5,6,7-tetrahydrobenzo-[b]thiophene-3-carboxylate). Reaction SMILES: [Cl:1][C:2]1[CH:3]=[C:4]([S:9]([NH:12][C:13]2[S:17][C:16]3[CH2:18][CH2:19][CH2:20][CH2:21][C:15]=3[C:14]=2[C:22]([O:24][C:25]([CH3:28])([CH3:27])[CH3:26])=[O:23])(=[O:11])=[O:10])[CH:5]=[CH:6][C:7]=1[Cl:8].[C:29]([O-])([O-])=O.[K+].[K+].CI.[Na+].[Cl-]>CC(C)=O.O>[Cl:1][C:2]1[CH:3]=[C:4]([S:9]([N:12]([C:13]2[S:17][C:16]3[CH2:18][CH2:19][CH2:20][CH2:21][C:15]=3[C:14]=2[C:22]([O:24][C:25]([CH3:28])([CH3:27])[CH3:26])=[O:23])[CH3:29])(=[O:10])=[O:11])[CH:5]=[CH:6][C:7]=1[Cl:8] |f:1.2.3,5.6|. Procedure: tert-Butyl 2-(3,4-dichlorophenylsulfonamido)-4,5,6,7-tetrahydrobenzo[b]thiophene-3-carboxylate (21.64 g, 46.8 mmol) was dissolved in acetone (200 ml), and K2CO3 (12.9 g, 93.6 mmol) was added thereto. Methyl iodide (5.83 ml, 93.6 mmol) was then added, and the suspension was heated overnight at 40° C. After cooling to room temperature, water and saturated NaCl solution were added and the product was extracted with ethyl acetate. The organic phase was dried (sodium sulfate) and the product was puri... Reactants: C(C)(=O)NCC1=CC=C(CCN2CCC(CC2)N2CCC3=CC=CC=C23)C=C1 (1-[1-(4-acetamidomethylphenethyl)piperidin-4-yl]indoline). The reagents and catalysts are [O-2].[O-2].[Mn+4] (manganese dioxide). Solvent: C(Cl)(Cl)Cl (chloroform). Yields the product C(C)(=O)NCC1=CC=C(CCN2CCC(CC2)N2C=CC3=CC=CC=C23)C=C1 (1-[1-(4-acetamidomethylphenethyl)piperidin-4-yl]indole). Yield: 80.4%. RXN SMILES: [C:1]([NH:4][CH2:5][C:6]1[CH:28]=[CH:27][C:9]([CH2:10][CH2:11][N:12]2[CH2:17][CH2:16][CH:15]([N:18]3[C:26]4[C:21](=[CH:22][CH:23]=[CH:24][CH:25]=4)[CH2:20][CH2:19]3)[CH2:14][CH2:13]2)=[CH:8][CH:7]=1)(=[O:3])[CH3:2]>C(Cl)(Cl)Cl.[O-2].[O-2].[Mn+4]>[C:1]([NH:4][CH2:5][C:6]1[CH:7]=[CH:8][C:9]([CH2:10][CH2:11][N:12]2[CH2:17][CH2:16][CH:15]([N:18]3[C:26]4[C:21](=[CH:22][CH:23]=[CH:24][CH:25]=4)[CH:20]=[CH:19]3)[CH2:14][CH2:13]2)=[CH:27][CH:28]=1)(=[O:3])[CH3:2] |f:2.3.4|. Reported procedure: A suspension of 1-[1-(4-acetamidomethylphenethyl)piperidin-4-yl]indoline (0.80 g) obtained in Example 36 and active manganese dioxide (1.32 g) in chloroform (30 ml) was heated under reflux for 6 hr with vigorous stirring. Then the reaction mixtures were filtered through celite and the residue was washed with chloroform. The filtrate was concentrated under reduced pressure and the obtained residue was crystallized from a solvent mixture of ethyl acetate with hexane to give the title compound (0.6... The reactants are Cl, CCS(=O)(=O)c1cc(C(C)(C)C)cc(CN)c1O, O=C(O)C(F)(F)F. Yields the product CCS(=O)(=O)c1cc(C(C)(C)C)cc(C=O)c1O. Reaction SMILES: [ClH:1].[NH2:2][CH2:3][c:4]1[c:5]([OH:19])[c:6]([S:14](=[O:15])(=[O:16])[CH2:17][CH3:18])[cH:7][c:8]([C:10]([CH3:11])([CH3:12])[CH3:13])[cH:9]1.[OH:20][C:21]([C:22]([F:23])([F:24])[F:25])=[O:26]>>[CH:3]([c:4]1[c:5]([OH:19])[c:6]([S:14](=[O:15])(=[O:16])[CH2:17][CH3:18])[cH:7][c:8]([C:10]([CH3:11])([CH3:12])[CH3:13])[cH:9]1)=[O:20]. The reactants are CO, O=C(Nc1ccc(F)c(C2(C3CC3)COCC(=S)N2)c1)c1ccc(Cl)cn1, N. Product: NC1=NC(c2cc(NC(=O)c3ccc(Cl)cn3)ccc2F)(C2CC2)COC1. As a reaction SMILES: [CH3:29][OH:30].[CH:2]1([C:5]2([c:12]3[cH:13][c:14]([NH:19][C:20](=[O:21])[c:22]4[n:23][cH:24][c:25]([Cl:28])[cH:26][cH:27]4)[cH:15][cH:16][c:17]3[F:18])[CH2:6][O:7][CH2:8][C:9](=[S:11])[NH:10]2)[CH2:3][CH2:4]1.[NH3:1]>>[NH2:1][C:9]1=[N:10][C:5]([CH:2]2[CH2:3][CH2:4]2)([c:12]2[cH:13][c:14]([NH:19][C:20](=[O:21])[c:22]3[n:23][cH:24][c:25]([Cl:28])[cH:26][cH:27]3)[cH:15][cH:16][c:17]2[F:18])[CH2:6][O:7][CH2:8]1. The reactants are NC=1N=C(SC1C#N)NC1CN(CCC1)C(=O)OC(C)(C)C (tert-Butyl 3-[(4-amino-5-cyano-1,3-thiazol-2-yl)amino]piperidine-1-carboxylate), Cl (hydrochloric acid). The solvent is O1CCOCC1 (dioxane). Yields the product Cl.Cl.NC=1N=C(SC1C#N)NC1CNCCC1 (4-Amino-2-(piperidin-3-ylamino)-1,3-thiazole-5-carbonitrile dihydrochloride). Reaction SMILES: [NH2:1][C:2]1[N:3]=[C:4]([NH:9][CH:10]2[CH2:15][CH2:14][CH2:13][N:12](C(OC(C)(C)C)=O)[CH2:11]2)[S:5][C:6]=1[C:7]#[N:8].[ClH:23]>O1CCOCC1>[ClH:23].[ClH:23].[NH2:1][C:2]1[N:3]=[C:4]([NH:9][CH:10]2[CH2:15][CH2:14][CH2:13][NH:12][CH2:11]2)[S:5][C:6]=1[C:7]#[N:8] |f:3.4.5|. Procedure: Analogously to the preparation of Example 38A, 240 mg (0.7 mmol) of tert-butyl 3-[(4-amino-5-cyano-1,3-thiazol-2-yl)-amino]piperidine-1-carboxylate (Example 46A) and 25 ml of hydrochloric acid in dioxane (4M) gave 265 mg (57% of theory) of the product as a solid. Starting materials: COC(=O)c1cn(-c2ccnc3ccccc23)c2cc(OC)ccc12, Cl, [Li+], C1CCOC1, [OH-], O, O. Yields the product COc1ccc2c(C(=O)O)cn(-c3ccnc4ccccc34)c2c1. Reaction SMILES: [CH3:5][O:6][c:7]1[cH:8][cH:9][c:10]2[c:11]([C:26](=[O:27])[O:28][CH3:29])[cH:12][n:13](-[c:16]3[cH:17][cH:18][n:19][c:20]4[cH:21][cH:22][cH:23][cH:24][c:25]34)[c:14]2[cH:15]1.[ClH:30].[Li+:3].[O:31]1[CH2:32][CH2:33][CH2:34][CH2:35]1.[OH-:2].[OH2:1].[OH2:4]>>[CH3:5][O:6][c:7]1[cH:8][cH:9][c:10]2[c:11]([C:26](=[O:27])[OH:28])[cH:12][n:13](-[c:16]3[cH:17][cH:18][n:19][c:20]4[cH:21][cH:22][cH:23][cH:24][c:25]34)[c:14]2[cH:15]1. Reactants: CC(C)(C)OC(=O)N1CCc2c(-c3ccc(Cl)cc3)cn(Cc3ccccc3)c2CC1, O=[N+]([O-])C=Cc1ccc(Cl)cc1, NCc1ccccc1. RXN SMILES: [C:1]([O:2][C:3](=[O:4])[N:8]1[CH2:9][CH2:10][c:11]2[c:12]([c:15](-[c:25]3[cH:26][cH:27][c:28]([Cl:31])[cH:29][cH:30]3)[cH:16][n:17]2[CH2:18][c:19]2[cH:20][cH:21][cH:22][cH:23][cH:24]2)[CH2:13][CH2:14]1)([CH3:5])([CH3:6])[CH3:7].[Cl:32][c:33]1[cH:34][cH:35][c:36]([CH:37]=[CH:38][N+:39]([O-:40])=[O:41])[cH:42][cH:43]1.[NH2:44][CH2:45][c:46]1[cH:47][cH:48][cH:49][cH:50][cH:51]1>>[NH:8]1[CH2:9][CH2:10][c:11]2[c:12]([c:15](-[c:25]3[cH:26][cH:27][c:28]([Cl:31])[cH:29][cH:30]3)[cH:16][n:17]2[CH2:18][c:19]2[cH:20][cH:21][cH:22][cH:23][cH:24]2)[CH2:13][CH2:14]1. Product: Clc1ccc(-c2cn(Cc3ccccc3)c3c2CCNCC3)cc1. Reactants: C(C1=CC=CC=C1)OC([C@@H](NC(CCC)C(=O)OCC)C)=O (N-(1-Ethoxycarbonylbutyl)-L-alanine benzyl ester). Reagents/catalysts: [Pd] (palladium on charcoal). Solvent: C(C)O (ethanol). Product: C(C)OC(=O)[C@H](CCC)N[C@@H](C)C(=O)O (N-(1-(S)-Ethoxycarbonylbutyl)-L-alanine). The yield is 86.7%. RXN SMILES: C([O:8][C:9](=[O:22])[C@H:10]([CH3:21])[NH:11][CH:12]([C:16]([O:18][CH2:19][CH3:20])=[O:17])[CH2:13][CH2:14][CH3:15])C1C=CC=CC=1>C(O)C.[Pd]>[CH2:19]([O:18][C:16]([C@@H:12]([NH:11][C@H:10]([C:9]([OH:22])=[O:8])[CH3:21])[CH2:13][CH2:14][CH3:15])=[O:17])[CH3:20]. Procedure: The S,S diastereoisomer benzylester from step (b) (6.2g) in ethanol (250ml) was hydrogenated at 3 atmospheres at room temperature for 30 minutes over 10% palladium on charcoal (0.6g). The catalyst was removed by filtration and the filtrate was evaporated to near dryness. The residue was slurried with diethyl ether and the white solid was filtered off and was dried to give the required product (3.8g) mp 153°-4°.